This data is from the Open Reaction Database (ORD), a public repository of structured organic reaction records. The task is: describe an organic reaction: reactants, conditions, products, and yield The reactants are C(CCCCCCC)C1=CC=C(CC2C(CCC2)=O)C=C1 (2-(4′-octylbenzyl)cyclopentanone), [C-]#N.[Na+] (sodium cyanide), [Cl-].[NH4+] (ammonium chloride). Run in [OH-].[NH4+] (ammonium hydroxide). Conditions: time 12 hour. Product: NC1(C(CCC1)CC1=CC=C(C=C1)CCCCCCCC)C#N (1-amino-2-(4′-octylbenzyl)cyclopentanecarbonitrile). Yield: 89.5%. As a reaction SMILES: [CH2:1]([C:9]1[CH:21]=[CH:20][C:12]([CH2:13][CH:14]2[CH2:18][CH2:17][CH2:16][C:15]2=O)=[CH:11][CH:10]=1)[CH2:2][CH2:3][CH2:4][CH2:5][CH2:6][CH2:7][CH3:8].[C-:22]#[N:23].[Na+].[Cl-].[NH4+:26]>[OH-].[NH4+]>[NH2:26][C:15]1([C:22]#[N:23])[CH2:16][CH2:17][CH2:18][CH:14]1[CH2:13][C:12]1[CH:20]=[CH:21][C:9]([CH2:1][CH2:2][CH2:3][CH2:4][CH2:5][CH2:6][CH2:7][CH3:8])=[CH:10][CH:11]=1 |f:1.2,3.4,5.6|. Procedure: 2-(4-Octylbenzyl)cyclopentanone (5) 3.20 g (11.8 mmol), sodium cyanide 1.15 g (23.5 mmol) and ammonium chloride 1.25 g (23.5 mmol) were added to 20 mL of ammonium hydroxide. The mixture was stirred vigorously for 12 hours at room temperature, then poured into a separating funnel and extracted twice with 10 mL of methylene chloride. The organic layers were combined, dried and then concentrated to give a crude yellow oil (3.30 g, ˜100%). The crude product is used for next step without further puri... The reactants are CC12C=CC(=O)C=C1CCC1C2C(=O)CC2(C)C(OS(C)(=O)=O)CCC12, SCc1ccc(Cl)c(Cl)c1. Yields the product CC12C=CC(=O)C=C1CCC1C2C(=O)CC2(C)C(SCc3ccc(Cl)c(Cl)c3)CCC12. As a reaction SMILES: [CH3:11][S:12]([O:13][CH:16]1[C:17]2([CH3:18])[CH:19]([CH2:20][CH2:21]1)[CH:22]1[CH2:23][CH2:24][C:25]3=[CH:26][C:27](=[O:36])[CH:28]=[CH:29][C:30]3([CH3:31])[CH:32]1[C:33](=[O:35])[CH2:34]2)(=[O:14])=[O:15].[Cl:1][c:2]1[cH:3][c:4]([CH2:5][SH:6])[cH:7][cH:8][c:9]1[Cl:10]>>[Cl:1][c:2]1[cH:3][c:4]([CH2:5][S:6][CH:16]2[C:17]3([CH3:18])[CH:19]([CH2:20][CH2:21]2)[CH:22]2[CH2:23][CH2:24][C:25]4=[CH:26][C:27](=[O:36])[CH:28]=[CH:29][C:30]4([CH3:31])[CH:32]2[C:33](=[O:35])[CH2:34]3)[cH:7][cH:8][c:9]1[Cl:10]. Starting materials: NCC(=O)N1C(C2=CC=C(C(=C2CC1)Br)F)CC(=O)O (2-(2-(2-aminoacetyl)-5-bromo-6-fluoro-1,2,3,4-tetrahydroisoquinolin-1-yl)acetic Acid), BrC1=C2CCN(C(C2=CC=C1F)CC(=O)O)C(CNC(=O)OC(C)(C)C)=O (2-(5-bromo-2-(2-((tert-butoxycarbonyl)amino)acetyl)-6-fluoro-1,2,3,4-tetrahydroisoquinolin-1-yl)acetic acid). Run in O1CCOCC1 (dioxane), Cl (HCl), O1CCOCC1 (dioxane). Run at time 24 hour. Yields the product BrC1=C2CCN3C(C2=CC=C1F)=CC(NCC3=O)=O (9-bromo-10-fluoro-3,4,7,8-tetrahydro-[1,4]diazepino[7,1-a]isoquinoline-2,5-dione). RXN SMILES: [NH2:1][CH2:2][C:3]([N:5]1[CH2:14][CH2:13][C:12]2[C:7](=[CH:8][CH:9]=[C:10]([F:16])[C:11]=2[Br:15])[CH:6]1[CH2:17][C:18]([OH:20])=O)=[O:4].BrC1C(F)=CC=C2C=1CCN(C(=O)CNC(OC(C)(C)C)=O)C2CC(O)=O>O1CCOCC1.Cl>[Br:15][C:11]1[C:10]([F:16])=[CH:9][CH:8]=[C:7]2[C:12]=1[CH2:13][CH2:14][N:5]1[C:3](=[O:4])[CH2:2][NH:1][C:18](=[O:20])[CH:17]=[C:6]12. Reported procedure: 2-(2-(2-aminoacetyl)-5-bromo-6-fluoro-1,2,3,4-tetrahydroisoquinolin-1-yl)acetic Acid (HCl Salt). To a stirred solution of 2-(5-bromo-2-(2-((tert-butoxycarbonyl)amino)acetyl)-6-fluoro-1,2,3,4-tetrahydroisoquinolin-1-yl)acetic acid (58.45 g, 131 mmol) in dioxane (600 mL), 4N HCl in dioxane (328 mL, 1313 mmol) was added and the reaction mixture was stirred at RT for 24 h. The solvent was evaporated under reduced pressure and the HCl salt was dried under high vacuo overnight to yield the title compo... The reactants are C(#N)C=1C(=C2C=C(N(C2=CC1)CC(=O)O)C)C(F)(F)F ([5-cyano-2-methyl-4-(trifluoromethyl)-1H-indol-1-yl]acetic acid), BrC=1C=C(C=NC1)C(=O)NN (5-bromo-3-pyridinecarbohydrazide). Yields the product BrC=1C=C(C=NC1)C1=NN=C(O1)CN1C(=CC2=C(C(=CC=C12)C#N)C(F)(F)F)C (1-{[5-(5-Bromo-3-pyridinyl)-1,3,4-oxadiazol-2-yl]methyl}-2-methyl-4-(trifluoromethyl)-1H-indole-5-carbonitrile). Reaction SMILES: [C:1]([C:3]1[C:4]([C:17]([F:20])([F:19])[F:18])=[C:5]2[C:9](=[CH:10][CH:11]=1)[N:8]([CH2:12][C:13](O)=[O:14])[C:7]([CH3:16])=[CH:6]2)#[N:2].[Br:21][C:22]1[CH:23]=[C:24]([C:28]([NH:30][NH2:31])=O)[CH:25]=[N:26][CH:27]=1>>[Br:21][C:22]1[CH:23]=[C:24]([C:28]2[O:14][C:13]([CH2:12][N:8]3[C:9]4[C:5](=[C:4]([C:17]([F:18])([F:19])[F:20])[C:3]([C:1]#[N:2])=[CH:11][CH:10]=4)[CH:6]=[C:7]3[CH3:16])=[N:31][N:30]=2)[CH:25]=[N:26][CH:27]=1. Procedure details: Synthesized as described in Example 35C using [5-cyano-2-methyl-4-(trifluoromethyl)-1H-indol-1-yl]acetic acid and 5-bromo-3-pyridinecarbohydrazide: 1H NMR (400 MHz, DMSO-d6) δ 9.05 (d, J=1.7 Hz, 1H), 8.93 (d, J=2.0 Hz, 1H), 8.48 (dd, J=2.0 and 1.7 Hz, 1H), 8.07 (d, J=8.5 Hz, 1H), 7.77 (d, J=8.5 Hz, 1H), 6.65 (s, 1H), 5.99 (s, 2H), 2.58 (s, 3H); MS (ES) m/z 462 (M+1, isotope for Br) and 464 (M+1, isotope for Br) Reactants: BrC=1C(=CC=C2C(N(C(=NC12)Cl)C1CC1)=O)F (8-bromo-2-chloro-3-cyclopropyl-7-fluoroquinazolin-4(3H)-one), C(C)(C)N (isopropylamine). Run in CN1CCCC1=O (NMP). Product: BrC=1C(=CC=C2C(N(C(=NC12)NC(C)C)C1CC1)=O)F (8-bromo-3-cyclopropyl-7-fluoro-2-(isopropylamino)quinazolin-4(3H)-one). The yield is 92.1%. Reaction SMILES: [Br:1][C:2]1[C:3]([F:17])=[CH:4][CH:5]=[C:6]2[C:11]=1[N:10]=[C:9](Cl)[N:8]([CH:13]1[CH2:15][CH2:14]1)[C:7]2=[O:16].[CH:18]([NH2:21])([CH3:20])[CH3:19]>CN1C(=O)CCC1>[Br:1][C:2]1[C:3]([F:17])=[CH:4][CH:5]=[C:6]2[C:11]=1[N:10]=[C:9]([NH:21][CH:18]([CH3:20])[CH3:19])[N:8]([CH:13]1[CH2:15][CH2:14]1)[C:7]2=[O:16]. Reported procedure: A slurry of 8-bromo-2-chloro-3-cyclopropyl-7-fluoroquinazolin-4(3H)-one (721; 0.080 g, 0.252 mmol) in isopropylamine (Aldrich; 0.541 ml, 6.30 mmol) and 0.2 mL NMP was heated in a sealed tube in a biotage initiator microwave to 100° C. for 20 min. The reaction was partitioned between water and EtOAc. The organic layer was washed with water once, satd aq NaCl once, and the organics were dried over anhydrous Na2SO4, filtered, and concentrated in vacuo to give 8-bromo-3-cyclopropyl-7-fluoro-2-(isopr... Starting materials: C(C1=CC=CC=C1)=CC(C(=O)O)=O (benzalpyruvic acid), ClC(=O)OCC (ethyl chloroformate). Yields the product C(C1=CC=CC=C1)=CC(C(=O)OCC)=O (ethyl benzalpyruvate). As a reaction SMILES: [CH:1](=[CH:8][C:9](=[O:13])[C:10]([OH:12])=[O:11])[C:2]1[CH:7]=[CH:6][CH:5]=[CH:4][CH:3]=1.ClC(O[CH2:18][CH3:19])=O>>[CH:1](=[CH:8][C:9](=[O:13])[C:10]([O:12][CH2:18][CH3:19])=[O:11])[C:2]1[CH:7]=[CH:6][CH:5]=[CH:4][CH:3]=1. Reported procedure: Furthermore, the pyruvic acid compound (I) can also be produced, for example, in accordance with: (1) the process in which benzaldehyde and sodium pyruvate are condensed together to give benzalpyruvic acid, and the benzalpyruvic acid is then reacted with ethyl chloroformate to give ethyl benzalpyruvate, and the ethyl benzalpyruvate is then reduced [EP387058]; or (2) the process in which phenetyl bromide is reacted with carbon monoxide in the presence of a cobalt carbonyl catalyst [J. Mol. Cat., ... Reactants: [H-].[Na+] (sodium hydride), FC1=CC=C(C=C1)C(=C(C(=O)OCC)C1=NN=NN1)C1=CC=C(C=C1)F (ethyl 3,3-bis(4-fluorophenyl)-2-(1H-tetrazol-5-yl)-2-propenoate), resultant mixture, resultant solution, BrC(C1=CC=CC=C1)(C1=CC=CC=C1)C1=CC=CC=C1 (bromotriphenylmethane). Isolated yield 63.7%. The solvent is O (water), CN(C=O)C (dimethylformamide). Yields the product FC1=CC=C(C=C1)C(=C(C(=O)OCC)C=1N=NN(N1)C(C1=CC=CC=C1)(C1=CC=CC=C1)C1=CC=CC=C1)C1=CC=C(C=C1)F (Ethyl 3,3-bis(4-fluorophenyl)-2-[2-(triphenylmethyl)-2H-tetrazol-5-yl]-2-propenoate). Procedure: To a suspension of 0.64 g (16 mmol) 50% sodium hydride in 7.5 mL of dry dimethylformamide was added 5.7 g (16 mmol) of ethyl 3,3-bis(4-fluorophenyl)-2-(1H-tetrazol-5-yl)-2-propenoate and the resultant mixture stirred for 30 minutes. To the resultant solution, 5.7 g (18 mmol) bromotriphenylmethane was added and the mixture stirred for 24 hours. The mixture was diluted to 200 mL with water and the insoluble collected by filtration. The product was recrystallized from ethyl acetate to give 6.1 g of... Reaction SMILES: [H-].[Na+].[F:3][C:4]1[CH:9]=[CH:8][C:7]([C:10]([C:22]2[CH:27]=[CH:26][C:25]([F:28])=[CH:24][CH:23]=2)=[C:11]([C:17]2[NH:21][N:20]=[N:19][N:18]=2)[C:12]([O:14][CH2:15][CH3:16])=[O:13])=[CH:6][CH:5]=1.Br[C:30]([C:43]1[CH:48]=[CH:47][CH:46]=[CH:45][CH:44]=1)([C:37]1[CH:42]=[CH:41][CH:40]=[CH:39][CH:38]=1)[C:31]1[CH:36]=[CH:35][CH:34]=[CH:33][CH:32]=1>CN(C)C=O.O>[F:3][C:4]1[CH:5]=[CH:6][C:7]([C:10]([C:22]2[CH:23]=[CH:24][C:25]([F:28])=[CH:26][CH:27]=2)=[C:11]([C:17]2[N:18]=[N:19][N:20]([C:30]([C:31]3[CH:36]=[CH:35][CH:34]=[CH:33][CH:32]=3)([C:43]3[CH:44]=[CH:45][CH:46]=[CH:47][CH:48]=3)[C:37]3[CH:38]=[CH:39][CH:40]=[CH:41][CH:42]=3)[N:21]=2)[C:12]([O:14][CH2:15][CH3:16])=[O:13])=[CH:8][CH:9]=1 |f:0.1|. Conditions: time 24 hour. Yields the product ClC=1C(=CC2=C(N=C(N2)C(C(C(F)(F)F)(F)F)(F)F)C1)OC1=C(C(=CC=C1)Cl)Cl (6-chloro-5-(2,3-dichlorophenoxy)-2-heptafluoropropylbenzimidazole). The reactants are ClC=1C=C(C(=CC1OC1=C(C(=CC=C1)Cl)Cl)N)N (4-chloro-5-(2,3-dichlorophenoxy)benzene-1,2-diamine), FC(C(C(C(=O)O)(F)F)(F)F)(F)F (heptafluorobutanoic acid), Cl (hydrogen chloride). Reported procedure: Compound number 140 (i.e., 6-chloro-5-(2,3-dichlorophenoxy)-2-heptafluoropropylbenzimidazole) was prepared as follows. 4-chloro-5-(2,3-dichlorophenoxy)benzene-1,2-diamine (150 mg, 0.49 mmol, 1.00 equiv), heptafluorobutanoic acid (15 mL) and hydrogen chloride (3 mL) was placed into a 100-mL round-bottom flask. The resulting solution was stirred overnight at 110° C. in an oil bath. The reaction mixture was cooled to room temperature. The resulting solution was extracted with 3×50 mL of ethyl aceta... Conditions: temperature 110 celsius, time 8 hour. As a reaction SMILES: [Cl:1][C:2]1[CH:3]=[C:4]([NH2:18])[C:5]([NH2:17])=[CH:6][C:7]=1[O:8][C:9]1[CH:14]=[CH:13][CH:12]=[C:11]([Cl:15])[C:10]=1[Cl:16].[F:19][C:20]([F:31])([F:30])[C:21]([F:29])([F:28])[C:22]([F:27])([F:26])[C:23](O)=O.Cl>>[Cl:1][C:2]1[C:7]([O:8][C:9]2[CH:14]=[CH:13][CH:12]=[C:11]([Cl:15])[C:10]=2[Cl:16])=[CH:6][C:5]2[NH:17][C:23]([C:22]([F:26])([F:27])[C:21]([F:28])([F:29])[C:20]([F:31])([F:30])[F:19])=[N:18][C:4]=2[CH:3]=1.